This data is from the Open Reaction Database (ORD), a public repository of structured organic reaction records. The task is: describe an organic reaction: reactants, conditions, products, and yield The reactants are Cl (hydrochloric acid), FC=1C=C(C=CC1)B(O)O (3-fluorophenylboronic acid), BrC1CCCC1 (bromocyclopentane), CC(C)([O-])C.[K+] (potassium tert-butoxide), C1=CC=C(C=C1)C2=C3C=CC4=C(C=CN=C4C3=NC=C2)C5=CC=CC=C5 (bathophenanthroline). Reagents/catalysts: C1/C=C\CC/C=C\C1.C1/C=C\CC/C=C\C1.[Ni] (bis(1,5-cyclooctadiene)nickel(0)). The solvent is C(C)(C)(C)O (t-butanol). Conditions: time 5 second. Product: C1(CCCC1)C1=CC(=CC=C1)F (1-Cyclopentyl-3-fluorobenzene). Isolated yield 45.1%. RXN SMILES: [F:1][C:2]1[CH:3]=[C:4](B(O)O)[CH:5]=[CH:6][CH:7]=1.Br[CH:12]1[CH2:16][CH2:15][CH2:14][CH2:13]1.CC(C)([O-])C.[K+].C1C=CC(C2C=CN=C3C=2C=CC2C3=NC=CC=2C2C=CC=CC=2)=CC=1.Cl>C1CC=CCCC=C1.C1CC=CCCC=C1.[Ni].C(O)(C)(C)C>[CH:12]1([C:4]2[CH:5]=[CH:6][CH:7]=[C:2]([F:1])[CH:3]=2)[CH2:16][CH2:15][CH2:14][CH2:13]1 |f:2.3,6.7.8|. Reported procedure: 3-fluorophenylboronic acid (0.5 g; 3.6 mmol), bromocyclopentane (0.41 g; 2.7 mmol), potassium tert-butoxide (0.49 g; 4.3 mmol), bathophenanthroline (72 mg; 0.22 mmol), bis(1,5-cyclooctadiene)nickel(0) (30 mg; 0.11 mmol) and t-butanol (9 mL) were added sequentially to a 10-20 mL microwave reactor tube containing a stir bar. The vessel was capped, placed under nitrogen, and then subjected to the following microwave conditions: Temperature=160° C.; Time=5 minutes; Power=250 W; Cooling turned on; Ab... Starting materials: CCOC(=O)C(CC(C)C)c1cc(-c2ccc(C(F)(F)F)cc2)cc(C2CCCC(C)N2)c1, CCO, [K+], [OH-]. Product: CC(C)CC(C(=O)O)c1cc(-c2ccc(C(F)(F)F)cc2)cc(C2CCCC(C)N2)c1. Reaction SMILES: [CH2:1]([CH3:2])[O:3][C:4]([CH:5]([CH2:6][CH:7]([CH3:8])[CH3:9])[c:10]1[cH:11][c:12](-[c:23]2[cH:24][cH:25][c:26]([C:29]([F:30])([F:31])[F:32])[cH:27][cH:28]2)[cH:13][c:14]([CH:16]2[NH:17][CH:18]([CH3:22])[CH2:19][CH2:20][CH2:21]2)[cH:15]1)=[O:33].[CH3:36][CH2:37][OH:38].[K+:35].[OH-:34]>>[O:3]=[C:4]([CH:5]([CH2:6][CH:7]([CH3:8])[CH3:9])[c:10]1[cH:11][c:12](-[c:23]2[cH:24][cH:25][c:26]([C:29]([F:30])([F:31])[F:32])[cH:27][cH:28]2)[cH:13][c:14]([CH:16]2[NH:17][CH:18]([CH3:22])[CH2:19][CH2:20][CH2:21]2)[cH:15]1)[OH:33]. The product is COc1ccc(-c2cc(C=O)c(C)o2)c(C)c1. RXN SMILES: [Br:1][c:2]1[cH:3][c:4]([CH:8]=[O:9])[c:5]([CH3:7])[o:6]1.[CH3:10][O:11][c:12]1[cH:13][c:14]([CH3:21])[c:15]([B:18]([OH:19])[OH:20])[cH:16][cH:17]1.[CH3:28][O:29][CH2:30][CH2:31][O:32][CH3:33].[Na+:22].[Na+:23].[O-:24][C:25](=[O:26])[O-:27].[OH2:111].[cH:34]1[cH:35][cH:36][c:37]([P:38]([Pd:39]([P:40]([c:41]2[cH:42][cH:43][cH:44][cH:45][cH:46]2)([c:47]2[cH:48][cH:49][cH:50][cH:51][cH:52]2)[c:53]2[cH:54][cH:55][cH:56][cH:57][cH:58]2)([P:59]([c:60]2[cH:61][cH:62][cH:63][cH:64][cH:65]2)([c:66]2[cH:67][cH:68][cH:69][cH:70][cH:71]2)[c:72]2[cH:73][cH:74][cH:75][cH:76][cH:77]2)[P:78]([c:79]2[cH:80][cH:81][cH:82][cH:83][cH:84]2)([c:85]2[cH:86][cH:87][cH:88][cH:89][cH:90]2)[c:91]2[cH:92][cH:93][cH:94][cH:95][cH:96]2)([c:97]2[cH:98][cH:99][cH:100][cH:101][cH:102]2)[c:103]2[cH:104][cH:105][cH:106][cH:107][cH:108]2)[cH:109][cH:110]1>>[c:2]1(-[c:15]2[c:14]([CH3:21])[cH:13][c:12]([O:11][CH3:10])[cH:17][cH:16]2)[cH:3][c:4]([CH:8]=[O:9])[c:5]([CH3:7])[o:6]1. The reactants are Cc1oc(Br)cc1C=O, COc1ccc(B(O)O)c(C)c1, COCCOC, [Na+], [Na+], O=C([O-])[O-], O, c1ccc(P(c2ccccc2)(c2ccccc2)[Pd](P(c2ccccc2)(c2ccccc2)c2ccccc2)(P(c2ccccc2)(c2ccccc2)c2ccccc2)P(c2ccccc2)(c2ccccc2)c2ccccc2)cc1. Yields the product COc1cc(C(=O)Cl)cc(Cl)c1Cl. RXN SMILES: [Cl:1][c:2]1[cH:3][c:4]([C:5](=[O:6])[OH:7])[cH:8][c:9]([O:12][CH3:13])[c:10]1[Cl:11].[ClH:21].[O:18]=[S:19]=[O:20].[S:14]([Cl:15])([Cl:16])=[O:17].[cH:22]1[cH:23][cH:24][cH:25][cH:26][cH:27]1>>[Cl:1][c:2]1[cH:3][c:4]([C:5](=[O:6])[Cl:16])[cH:8][c:9]([O:12][CH3:13])[c:10]1[Cl:11]. Reactants: COc1cc(C(=O)O)cc(Cl)c1Cl, Cl, O=S=O, O=S(Cl)Cl, c1ccccc1. The reactants are ClC1=C(C(=CC=C1)F)O (2-chloro-6-fluorophenol), C(=O)([O-])[O-].[K+].[K+] (K2CO3), CC(=O)C (acetone). Run at temperature 65 celsius. Yields the product C(C1=CC=CC=C1)OC1=C(C=CC=C1F)Cl (2-(BENZYLOXY)-1-CHLORO-3-FLUOROBENZENE). Reaction SMILES: [Cl:1][C:2]1[CH:7]=[CH:6][CH:5]=[C:4]([F:8])[C:3]=1[OH:9].C([O-])([O-])=O.[K+].[K+].[CH3:16][C:17]([CH3:19])=O>>[CH2:16]([O:9][C:3]1[C:4]([F:8])=[CH:5][CH:6]=[CH:7][C:2]=1[Cl:1])[C:17]1[CH:19]=[CH:4][CH:3]=[CH:2][CH:7]=1 |f:1.2.3|. Reported procedure: A mixture of 2-chloro-6-fluorophenol (25 g, 170 mmol), acetone (200 ml), K2CO3 (47.08 g, 340 mmol) and bensylbromide (22.31 ml, 187 mmol) was heated at 65° C. for 16 h. The solution was filtered and evaporated. Water (100 ml) was added, and the solution was extracted with EtOAc. The combined organic phases were dried (Na2SO4) and evaporated to dryness to give the title compound (32.3 g). MS m/z (rel. intensity, 70 eV) 236 (M+, 2), 117 (4), 92 (8), 91 (bp), 65 (13). The reactants are C(C)(C)(C)OC(=O)NC1=CC=C(C=C1)C1=C(C=CC=C1)S(=O)(=O)C (4-(t-butoxycarbonyl)amino-2′-methylsulfonyl-[1,1′]biphenyl). Solvent: Cl (HCl), O1CCOCC1 (dioxane). Conditions: time 2.5 day. Product: NC1=CC=C(C=C1)C1=C(C=CC=C1)S(=O)(=O)C (4-amino-2′-methylsulfonyl-[1,1′]biphenyl). Yield: 114.8%. As a reaction SMILES: C(OC([NH:8][C:9]1[CH:14]=[CH:13][C:12]([C:15]2[CH:20]=[CH:19][CH:18]=[CH:17][C:16]=2[S:21]([CH3:24])(=[O:23])=[O:22])=[CH:11][CH:10]=1)=O)(C)(C)C>Cl.O1CCOCC1>[NH2:8][C:9]1[CH:14]=[CH:13][C:12]([C:15]2[CH:20]=[CH:19][CH:18]=[CH:17][C:16]=2[S:21]([CH3:24])(=[O:23])=[O:22])=[CH:11][CH:10]=1. Procedure details: 4-(t-butoxycarbonyl)amino-2′-methylsulfonyl-[1,1′]biphenyl (4.6 g, 13 mmol), was suspended in 100 mL of 4M HCl in dioxane and stirred 2.5 days. The resulting mixture was filtered and the cake rinsed with Et2O to yield a tan solid (3.69 g, 98%). 1H NMR (DMSO-d6) δ: 8.04 (d, 1H), 7.71 (t, 1H), 7.61 (t, 1H), 7.31 (m, 3H), 7.06 (m, 2H), 2.79 (s, 3H). The reactants are C1(=CC=CC2=CC=CC=C12)CC(=O)NC1=CSC=C1 (2-(naphthalen-1-yl)-N-(thiophen-3-yl)acetamide), IN1C(CCC1=O)=O (N-iodosuccinimide). The solvent is C(C)#N (acetonitrile). Reaction conditions: time 18 hour. The product is IC=1SC=CC1NC(CC1=CC=CC2=CC=CC=C12)=O (N-(2-iodothiophen-3-yl)-2-(naphthalen-1-yl)acetamide). As a reaction SMILES: [C:1]1([CH2:11][C:12]([NH:14][C:15]2[CH:19]=[CH:18][S:17][CH:16]=2)=[O:13])[C:10]2[C:5](=[CH:6][CH:7]=[CH:8][CH:9]=2)[CH:4]=[CH:3][CH:2]=1.[I:20]N1C(=O)CCC1=O>C(#N)C>[I:20][C:16]1[S:17][CH:18]=[CH:19][C:15]=1[NH:14][C:12](=[O:13])[CH2:11][C:1]1[C:10]2[C:5](=[CH:6][CH:7]=[CH:8][CH:9]=2)[CH:4]=[CH:3][CH:2]=1. Reported procedure: 2-(naphthalen-1-yl)-N-(thiophen-3-yl)acetamide (7.50 g, 28.1 mmol) and N-iodosuccinimide (7.12 g, 31.6 mmol) in acetonitrile (100 ml) was placed into a preheated oil bath at 75° C. After stirring for 18 h, the solution was concentrated under reduced pressure. The residue was flash chromatographed with 99:1, 49:1, 24:1, and 23:2 methylene chloride:ethyl acetate as the eluant to yield impure N-(2-iodothiophen-3-yl)-2-(naphthalen-1-yl)acetamide. Method [1] Retention time 2.32 min by HPLC (MH+ 394). Starting materials: COC(=O)C1N(CC(C1)=O)C(=O)OC(C)(C)C (4-oxo-pyrrolidine-1,2-dicarboxylic acid 1-tert-butyl ester 2-methyl ester), C(C=C)[Sn](CC=C)(CC=C)CC=C (tetraallyltin), [F-].[K+] (Potassium fluoride), B(F)(F)F.CCOCC (borontrifluoride etherate). Run in C1CCOC1 (THF), C1CCOC1 (THF). Conditions: temperature 0 celsius, time 1 hour. Product: COC(=O)C1N(CC(C1)(O)CC=C)C(=O)OC(C)(C)C (4-allyl-4-hydroxy-pyrrolidine-1,2-dicarboxylic acid 1-tert-butyl ester 2-methyl ester). The yield is 80.2%. As a reaction SMILES: [CH3:1][O:2][C:3]([CH:5]1[CH2:9][C:8](=[O:10])[CH2:7][N:6]1[C:11]([O:13][C:14]([CH3:17])([CH3:16])[CH3:15])=[O:12])=[O:4].[CH2:18]([Sn](CC=C)(CC=C)CC=C)[CH:19]=[CH2:20].B(F)(F)F.CCOCC.[F-].[K+]>C1COCC1>[CH3:1][O:2][C:3]([CH:5]1[CH2:9][C:8]([CH2:20][CH:19]=[CH2:18])([OH:10])[CH2:7][N:6]1[C:11]([O:13][C:14]([CH3:17])([CH3:16])[CH3:15])=[O:12])=[O:4] |f:2.3,4.5|. Procedure: To a stirred solution of 4-oxo-pyrrolidine-1,2-dicarboxylic acid 1-tert-butyl ester 2-methyl ester (1 g, 4.11 mmol) in THF (10 mL), tetraallyltin (1.08 mL, 4.52 mmol) in dry THF was added, then cooled to 0° C. before borontrifluoride etherate (0.520 mL, 4.11 mmol) was added drop wise. The mixture was stirred at 0° C. for 1 h and then at room temperature for an additional 2 hours. Potassium fluoride (360 mg in 5 mL water) and celite (1 g) was added and the reaction mixture was stirred for an hour... Reactants: O (water), C(C1=CC=CC=C1)N1C(=CC=2CN(CC(C21)C)CC2=CC=CC=C2)C2=CC=CC=C2 (1,5-dibenzyl-4,5,6,7-tetrahydro-7-methyl-2-phenyl-1H-pyrrolo[3,2-c]pyridine), C=O (formaldehyde), Cl.CNC (dimethylamine hydrochloride), C(C)(=O)O (acetic acid). Reaction conditions: time 3 day. Product: C(C)(=O)OCC1=C(N(C2=C1CN(CC2C)CC2=CC=CC=C2)CC2=CC=CC=C2)C2=CC=CC=C2 (3-Acetoxymethyl-1,5-dibenzyl-4,5,6,7-tetrahydro-7-methyl-2-phenyl-1H-pyrrolo[3,2-c]pyridine). As a reaction SMILES: [CH2:1]([N:8]1[C:16]2[CH:15]([CH3:17])[CH2:14][N:13]([CH2:18][C:19]3[CH:24]=[CH:23][CH:22]=[CH:21][CH:20]=3)[CH2:12][C:11]=2[CH:10]=[C:9]1[C:25]1[CH:30]=[CH:29][CH:28]=[CH:27][CH:26]=1)[C:2]1[CH:7]=[CH:6][CH:5]=[CH:4][CH:3]=1.[CH2:31]=O.Cl.CNC.O.[C:38]([OH:41])(=[O:40])[CH3:39]>>[C:38]([O:41][CH2:31][C:10]1[C:11]2[CH2:12][N:13]([CH2:18][C:19]3[CH:20]=[CH:21][CH:22]=[CH:23][CH:24]=3)[CH2:14][CH:15]([CH3:17])[C:16]=2[N:8]([CH2:1][C:2]2[CH:3]=[CH:4][CH:5]=[CH:6][CH:7]=2)[C:9]=1[C:25]1[CH:30]=[CH:29][CH:28]=[CH:27][CH:26]=1)(=[O:40])[CH3:39] |f:2.3|. Procedure: A mixture of 1,5-dibenzyl-4,5,6,7-tetrahydro-7-methyl-2-phenyl-1H-pyrrolo[3,2-c]pyridine (2 g), formaldehyde (1 ml 40% aqueous solution) and dimethylamine hydrochloride (1 g) in glacial acetic acid (20 ml) was kept at room temperature for 3 days and then poured into water (150 ml). The mixture was extracted with ether (2 × 100 ml), the ether extracts washed with saturated sodium carbonate solution (3 × 100 ml), dried over magnesium sulphate and evaporated. Trituration of the resulting oil with e...